Dataset: the Open Reaction Database (ORD), a public repository of structured organic reaction records. Task: describe an organic reaction: reactants, conditions, products, and yield Starting materials: CC(C)(C)NCCCOC1=C(C=CC=C1)C(=O)C1=C2C=CNC2=CC=C1 ([2-[3-[(1,1-dimethyl-ethyl)-amino]-propoxy]-phenyl]-(1H-indol-4-yl)-methanone), ClN1C(CCC1=O)=O (N-chloro succinimide), saturated aqueous solution, C([O-])([O-])=O.[Na+].[Na+] (sodium carbonate). The solvent is C(C)(=O)O (acetic acid). Yields the product CC(C)(C)NCCCOC1=C(C=CC=C1)C(=O)C1=C2C(=CNC2=CC=C1)Cl ([2-[3-[(1,1-dimethylethyl)-amino]-propoxy]-phenyl]-(3-chloro-1H-indol-4-yl) methanone). Isolated yield 79.8%. Reaction SMILES: [CH3:1][C:2]([NH:5][CH2:6][CH2:7][CH2:8][O:9][C:10]1[CH:15]=[CH:14][CH:13]=[CH:12][C:11]=1[C:16]([C:18]1[CH:26]=[CH:25][CH:24]=[C:23]2[C:19]=1[CH:20]=[CH:21][NH:22]2)=[O:17])([CH3:4])[CH3:3].[Cl:27]N1C(=O)CCC1=O.C(=O)([O-])[O-].[Na+].[Na+]>C(O)(=O)C>[CH3:4][C:2]([NH:5][CH2:6][CH2:7][CH2:8][O:9][C:10]1[CH:15]=[CH:14][CH:13]=[CH:12][C:11]=1[C:16]([C:18]1[CH:26]=[CH:25][CH:24]=[C:23]2[C:19]=1[C:20]([Cl:27])=[CH:21][NH:22]2)=[O:17])([CH3:1])[CH3:3] |f:2.3.4|. Procedure: 6.3 g of [2-[3-[(1,1-dimethylethyl)-amino]-propoxy]-phenyl]-(1H-indol-4-yl) methanone of Step F of Example 3 in 50 ml of acetic acid in the presence of 2.64 g of N-chloro succinimide was stirred for 2 hours at ambient temperature and was then poured into 300 ml of saturated aqueous solution of sodium carbonate and extracted with ethyl acetate. The organic phase was washed with salt water, dried and concentrated to dryness. After chromatography of the residue on silica (eluant:ethyl acetate triet... RXN SMILES: [Cl:1][C:2]1[C:3]([C:14]2[CH:19]=[C:18]([Cl:20])[CH:17]=[CH:16][C:15]=2[C:21]#[N:22])=[CH:4][C:5](=[O:13])[N:6]([CH:8]([CH3:12])[C:9]([OH:11])=O)[CH:7]=1.[F:23][C:24]([F:38])([F:37])[C:25]1[N:29]=[C:28]([C:30]2[CH:36]=[CH:35][C:33]([NH2:34])=[CH:32][CH:31]=2)[NH:27][N:26]=1>>[Cl:1][C:2]1[C:3]([C:14]2[CH:19]=[C:18]([Cl:20])[CH:17]=[CH:16][C:15]=2[C:21]#[N:22])=[CH:4][C:5](=[O:13])[N:6]([CH:8]([CH3:12])[C:9]([NH:34][C:33]2[CH:35]=[CH:36][C:30]([C:28]3[NH:27][N:26]=[C:25]([C:24]([F:38])([F:37])[F:23])[N:29]=3)=[CH:31][CH:32]=2)=[O:11])[CH:7]=1. Yields the product ClC=1C(=CC(N(C1)C(C(=O)NC1=CC=C(C=C1)C1=NC(=NN1)C(F)(F)F)C)=O)C1=C(C=CC(=C1)Cl)C#N (2-[5-Chloro-4-(5-chloro-2-cyanophenyl)-2-oxopyridin-1(2H)-yl]-N-{4-[3-(trifluoromethyl)-1H-1,2,4-triazol-5-yl]phenyl}propanamide). Procedure: 126 mg (purity 66%, 0.25 mmol) of 2-[5-chloro-4-(5-chloro-2-cyanophenyl)-2-oxopyridin-1(2H)-yl]propanoic acid (racemate) (Example 12.1D) and 64 mg (0.27 mmol) of 4-[3-(trifluoromethyl)-1H-1,2,4-triazol-5-yl]aniline (Example 1.1C) were reacted according to General Method 1. Yield: 76 mg (57% of theory) Reactants: ClC=1C(=CC(N(C1)C(C(=O)O)C)=O)C1=C(C=CC(=C1)Cl)C#N (2-[5-chloro-4-(5-chloro-2-cyanophenyl)-2-oxopyridin-1(2H)-yl]propanoic acid), FC(C1=NNC(=N1)C1=CC=C(N)C=C1)(F)F (4-[3-(Trifluoromethyl)-1H-1,2,4-triazol-5-yl]aniline).